This data is from the Open Reaction Database (ORD), a public repository of structured organic reaction records. The task is: describe an organic reaction: reactants, conditions, products, and yield Reactants: NCCN1N=CC(=C1)NC(=O)C=1N=COC1C=1C=C(C=CC1)C (N-(1-(2-aminoethyl)-1H-pyrazol-4-yl)-5-(m-tolyl)oxazole-4-carboxamide), C(=O)(OC(C)(C)C)NCCCBr (3-(Boc-amino)propyl bromide). Product: NCCCN1N=CC(=C1)NC(=O)C=1N=COC1C=1C=C(C=CC1)C (N-(1-(3-Aminopropyl)-1H-pyrazol-4-yl)-5-(m-tolyl)oxazole-4-carboxamide). Reaction SMILES: NCC[N:4]1[CH:8]=[C:7]([NH:9][C:10]([C:12]2[N:13]=[CH:14][O:15][C:16]=2[C:17]2[CH:18]=[C:19]([CH3:23])[CH:20]=[CH:21][CH:22]=2)=[O:11])[CH:6]=[N:5]1.C([NH:31][CH2:32][CH2:33][CH2:34]Br)(OC(C)(C)C)=O>>[NH2:31][CH2:32][CH2:33][CH2:34][N:4]1[CH:8]=[C:7]([NH:9][C:10]([C:12]2[N:13]=[CH:14][O:15][C:16]=2[C:17]2[CH:18]=[C:19]([CH3:23])[CH:20]=[CH:21][CH:22]=2)=[O:11])[CH:6]=[N:5]1. Procedure: The title compound was synthesized according to above mentioned procedure for N-(1-(2-aminoethyl)-1H-pyrazol-4-yl)-5-(m-tolyl)oxazole-4-carboxamide, using 3-(Boc-amino)propyl bromide. LC-MS conditions B: tR=0.56 min, [M+H]+=326.19.